From a dataset of the Open Reaction Database (ORD), a public repository of structured organic reaction records. describe an organic reaction: reactants, conditions, products, and yield Reactants: BrCCCBr, CS(C)=O, CCOCC, N#CCc1ccc(Cl)cc1, [H-], [Na+]. The product is N#CC1(c2ccc(Cl)cc2)CCC1. As a reaction SMILES: [Br:17][CH2:18][CH2:19][CH2:20][Br:21].[CH3:1][S:2]([CH3:3])=[O:4].[CH3:22][CH2:23][O:24][CH2:25][CH3:26].[Cl:7][c:8]1[cH:9][cH:10][c:11]([CH2:12][C:13]#[N:14])[cH:15][cH:16]1.[H-:5].[Na+:6]>>[Cl:7][c:8]1[cH:9][cH:10][c:11]([C:12]2([C:13]#[N:14])[CH2:18][CH2:19][CH2:20]2)[cH:15][cH:16]1.